Dataset: the Open Reaction Database (ORD), a public repository of structured organic reaction records. Task: describe an organic reaction: reactants, conditions, products, and yield Starting materials: COC(=O)N1CC[C@@H]2[C@](CCC[C@H]12)(C#CC=1C=C(C=CC1)C)O ((3aS,4R,7aS)-4-hydroxy-4-m-tolylethynyl-octahydro-indole-1-carboxylic acid methyl ester), C(C)N(C(CCC(=O)O)=O)CC (4-(diethylamino)-4-oxobutanoic acid). The product is C(C)N(C(CCC(=O)O[C@@]1([C@@H]2CCN([C@@H]2CCC1)C(=O)OC)C#CC=1C=C(C=CC1)C)=O)CC ((3aR,4S,7aR)-methyl 4-(4-(diethylamino)-4-oxobutanoyloxy)-4-(m-tolylethynyl)octahydro-1H-indole-1-carboxylate). As a reaction SMILES: [CH3:1][O:2][C:3]([N:5]1[C@@H:13]2[C@@H:8]([C@@:9]([OH:23])([C:14]#[C:15][C:16]3[CH:17]=[C:18]([CH3:22])[CH:19]=[CH:20][CH:21]=3)[CH2:10][CH2:11][CH2:12]2)[CH2:7][CH2:6]1)=[O:4].[CH2:24]([N:26]([CH2:34][CH3:35])[C:27](=[O:33])[CH2:28][CH2:29][C:30](O)=[O:31])[CH3:25]>>[CH2:34]([N:26]([CH2:24][CH3:25])[C:27](=[O:33])[CH2:28][CH2:29][C:30]([O:23][C@@:9]1([C:14]#[C:15][C:16]2[CH:17]=[C:18]([CH3:22])[CH:19]=[CH:20][CH:21]=2)[CH2:10][CH2:11][CH2:12][C@@H:13]2[C@H:8]1[CH2:7][CH2:6][N:5]2[C:3]([O:2][CH3:1])=[O:4])=[O:31])[CH3:35]. Procedure: Synthesis in analogy to the General Method 1 starting from (3aS,4R,7aS)-4-hydroxy-4-m-tolylethynyl-octahydro-indole-1-carboxylic acid methyl ester and 4-(diethylamino)-4-oxobutanoic acid to yield (3aR,4S,7aR)-methyl 4-(4-(diethylamino)-4-oxobutanoyloxy)-4-(m-tolylethynyl)octahydro-1H-indole-1-carboxylate. MS [M+H]=296 (ester elimination ion); RT=1.22 min; UPLC Method I